Dataset: the Open Reaction Database (ORD), a public repository of structured organic reaction records. Task: describe an organic reaction: reactants, conditions, products, and yield Starting materials: ClC1=CC=C(C=C1)C(CC#N)(CC)N1C=CC2=C(C=CC=C12)NS(=O)(=O)C (N-(1-(2-(4-chlorophenyl)-1-cyanobutan-2-yl)-1H-indol-4-yl)methanesulfonamide). The solvent is Cl.CO (HCl MeOH). Conditions: time 2 hour. Product: NC1=C2C=CN(C2=CC=C1)C(CC#N)(CC)C1=CC=C(C=C1)Cl (3-(4-amino-1H-indol-1-yl)-3-(4-chlorophenyl)pentanenitrile). As a reaction SMILES: [Cl:1][C:2]1[CH:7]=[CH:6][C:5]([C:8]([N:14]2[C:22]3[C:17](=[C:18]([NH:23]S(C)(=O)=O)[CH:19]=[CH:20][CH:21]=3)[CH:16]=[CH:15]2)([CH2:12][CH3:13])[CH2:9][C:10]#[N:11])=[CH:4][CH:3]=1>Cl.CO>[NH2:23][C:18]1[CH:19]=[CH:20][CH:21]=[C:22]2[C:17]=1[CH:16]=[CH:15][N:14]2[C:8]([C:5]1[CH:4]=[CH:3][C:2]([Cl:1])=[CH:7][CH:6]=1)([CH2:12][CH3:13])[CH2:9][C:10]#[N:11] |f:1.2|. Reported procedure: The mixture of the product from Step C (250 mg, 0.59 mmol) and 4 N HCl/MeOH (10 mL) was stirred at room temperature for 2 h. After solvent was removed in vacuo, the residue was dissolved in ethyl acetate (20 mL), pH value adjusted to 9˜10 with a saturated sodium bicarbonate solution, dried over sodium sulfate, then filtered. After removing the organic solvent, the title compound as a colorless oil was obtained. LC/MS m/z=324.1 [M+H]+. Starting materials: CN1C(NC2=CC=CC(=C2C1=O)Br)=O (3-methyl-5-bromo-1,2,3,4-tetrahydro-2,4-dioxo-quinazoline), [N+](#[C-])CC(=O)OCC (ethyl isocyanoacetate). Product: C(C)OC(=O)C=1N=CN2C1N(C(C1=C(C=CC=C21)Br)=O)C (Ethyl4,5-dihydro-4-methyl-5-oxo-6-bromo-imidazo(1,5-a)quinazoline-3-carboxylate). Reaction SMILES: [CH3:1][N:2]1[C:11](=[O:12])[C:10]2[C:5](=[CH:6][CH:7]=[CH:8][C:9]=2[Br:13])[NH:4][C:3]1=O.[N+:15]([CH2:17][C:18]([O:20][CH2:21][CH3:22])=[O:19])#[C-:16]>>[CH2:21]([O:20][C:18]([C:17]1[N:15]=[CH:16][N:4]2[C:5]3[C:10](=[C:9]([Br:13])[CH:8]=[CH:7][CH:6]=3)[C:11](=[O:12])[N:2]([CH3:1])[C:3]=12)=[O:19])[CH3:22]. Procedure: M.p. 272° C. by reaction between 3-methyl-5-bromo-1,2,3,4-tetrahydro-2,4-dioxo-quinazoline and ethyl isocyanoacetate.